describe an organic reaction: reactants, conditions, products, and yield From a dataset of the Open Reaction Database (ORD), a public repository of structured organic reaction records. Reactants: Cc1ccccc1, O=C(O)c1ccc([N+](=O)[O-])cc1F, O=S(Cl)Cl. The product is O=C(Cl)c1ccc([N+](=O)[O-])cc1F. RXN SMILES: [CH3:18][c:19]1[cH:20][cH:21][cH:22][cH:23][cH:24]1.[F:1][c:2]1[c:3]([C:4](=[O:5])[OH:6])[cH:7][cH:8][c:9]([N+:11](=[O:12])[O-:13])[cH:10]1.[S:14]([Cl:15])([Cl:16])=[O:17]>>[F:1][c:2]1[c:3]([C:4](=[O:5])[Cl:16])[cH:7][cH:8][c:9]([N+:11](=[O:12])[O-:13])[cH:10]1. Reactants: O=C(Nc1cccc(-c2nn3ccccc3c2-c2ccnc(Cl)n2)c1)c1c(F)cccc1F, CN(C)CCOc1ccc(N)cc1Cl. The product is CN(C)CCOc1ccc(Nc2nccc(-c3c(-c4cccc(NC(=O)c5c(F)cccc5F)c4)nn4ccccc34)n2)cc1Cl. RXN SMILES: [Cl:1][c:2]1[n:3][cH:4][cH:5][c:6](-[c:8]2[c:9](-[c:17]3[cH:18][c:19]([NH:23][C:24]([c:25]4[c:26]([F:32])[cH:27][cH:28][cH:29][c:30]4[F:31])=[O:33])[cH:20][cH:21][cH:22]3)[n:10][n:11]3[c:12]2[cH:13][cH:14][cH:15][cH:16]3)[n:7]1.[Cl:34][c:35]1[cH:36][c:37]([NH2:38])[cH:39][cH:40][c:41]1[O:42][CH2:43][CH2:44][N:45]([CH3:46])[CH3:47]>>[c:2]1([NH:38][c:37]2[cH:36][c:35]([Cl:34])[c:41]([O:42][CH2:43][CH2:44][N:45]([CH3:46])[CH3:47])[cH:40][cH:39]2)[n:3][cH:4][cH:5][c:6](-[c:8]2[c:9](-[c:17]3[cH:18][c:19]([NH:23][C:24]([c:25]4[c:26]([F:32])[cH:27][cH:28][cH:29][c:30]4[F:31])=[O:33])[cH:20][cH:21][cH:22]3)[n:10][n:11]3[c:12]2[cH:13][cH:14][cH:15][cH:16]3)[n:7]1.